This data is from the Open Reaction Database (ORD), a public repository of structured organic reaction records. The task is: describe an organic reaction: reactants, conditions, products, and yield Starting materials: C(C)OC(CCC=1C2=C(OC1)C(C1=CC=CC=C1C2(C)O)=O)=O (3-(4-Hydroxy-4-methyl-9-oxo-4,9-dihydro-naphtho[2,3-b]furan-3-yl)-propionic acid ethyl ester), CC(C)(C)[Si](C)(C)Cl (TBSCl), N1C=NC=C1 (imidazole), ice water, [SiH](CC)(CC)CC (Et3SiH), B(F)(F)F.CCOCC (BF3 Et2O), C(C)OC(CCC=1C2=C(OC1)C(C1=CC=CC=C1C2(C)O)=O)=O (3-(4-Hydroxy-4-methyl-9-oxo-4,9-dihydro-naphtho[2,3-b]furan-3-yl)-propionic acid ethyl ester). The solvent is C(Cl)Cl (CH2Cl2). Conditions: temperature 0 celsius. Yields the product C(C)OC(CCC=1C2=C(OC1)C(=C1C=CC=CC1=C2C)O[Si](C)(C)C(C)(C)C)=O (3-[9-(tert-Butyl-dimethyl-silanyloxy)-4-methyl-naphtho[2,3-b]furan-3-yl]-propionic acid ethyl ester). The yield is 369.9%. RXN SMILES: [CH2:1]([O:3][C:4](=[O:23])[CH2:5][CH2:6][C:7]1[C:8]2[C:19](O)([CH3:20])[C:18]3[C:13](=[CH:14][CH:15]=[CH:16][CH:17]=3)[C:12](=[O:22])[C:9]=2[O:10][CH:11]=1)[CH3:2].[SiH](CC)(CC)CC.B(F)(F)F.CCOCC.[CH3:40][C:41]([Si:44](Cl)([CH3:46])[CH3:45])([CH3:43])[CH3:42].N1C=CN=C1>C(Cl)Cl>[CH2:1]([O:3][C:4](=[O:23])[CH2:5][CH2:6][C:7]1[C:8]2[C:19]([CH3:20])=[C:18]3[C:13]([CH:14]=[CH:15][CH:16]=[CH:17]3)=[C:12]([O:22][Si:44]([C:41]([CH3:43])([CH3:42])[CH3:40])([CH3:46])[CH3:45])[C:9]=2[O:10][CH:11]=1)[CH3:2] |f:2.3|. Procedure: A solution of 24.0 mg (0.076 mmol, 1.0 eq) of alcohol 16 in 5.0 mL of dry CH2Cl2 was stirred in a 5 mL round bottom flask at room temperature under argon. To this solution was added 36.6 μL of Et3SiH (0.229 mmol, 3.0 eq). The solution was then cooled to 0° C. in an ice water bath. After cooling, 28.0 μL (0.220 mmol, 2.9 eq) of BF3-Et2O was slowly added and the resulting solution was stirred until all the starting material was consumed by TLC (1:1 hexane:EtOAc, Rf=0.56). After alcohol 16 was comp...